describe an organic reaction: reactants, conditions, products, and yield From a dataset of the Open Reaction Database (ORD), a public repository of structured organic reaction records. The reactants are CC(Cl)c1cccnc1, O=C(O)c1ccc2c(c1)OC(F)(F)O2. Reagents/catalysts: O=C([O-])[O-].[Cs+].[Cs+] (cesium carbonate), [I-].[K+] (potassium iodide). Run in CN(C)C=O (DMF), CN(C)C=O (dmf), CN(C)C=O (DMF). Conditions: temperature 70 celsius, time 16 hour. Yields the product CC(OC(=O)c1ccc2c(c1)OC(F)(F)O2)c1cccnc1. Reactants: O(C1=CC=CC=C1)C=1C=C(C=O)C=CC1 (3-Phenoxybenzaldehyde), [C@@H]1(CCCC2=CC=CC=C12)N ((1S)-1,2,3,4-tetrahydro-1-naphthalenylamine). The product is O(C1=CC=CC=C1)C=1C=C(CN[C@H]2CCCC3=CC=CC=C23)C=CC1 (N-(3-phenoxybenzyl)-N-[(1S)-1,2,3,4-tetrahydro-1-naphthalenyl]amine). RXN SMILES: [O:1]([C:8]1[CH:9]=[C:10]([CH:13]=[CH:14][CH:15]=1)[CH:11]=O)[C:2]1[CH:7]=[CH:6][CH:5]=[CH:4][CH:3]=1.[C@@H:16]1([NH2:26])[C:25]2[C:20](=[CH:21][CH:22]=[CH:23][CH:24]=2)[CH2:19][CH2:18][CH2:17]1>>[O:1]([C:8]1[CH:9]=[C:10]([CH:13]=[CH:14][CH:15]=1)[CH2:11][NH:26][C@@H:16]1[C:25]2[C:20](=[CH:21][CH:22]=[CH:23][CH:24]=2)[CH2:19][CH2:18][CH2:17]1)[C:2]1[CH:7]=[CH:6][CH:5]=[CH:4][CH:3]=1. Reported procedure: 3-Phenoxybenzaldehyde and (1S)-1,2,3,4-tetrahydro-1-naphthalenylamine were processed as described in Example 1A to provide the title compound. Reactants: CO (methanol), C(CCC)N (butylamine), S1SC(CC1)CCCCCN1C(C2=CC=CC=C2C1=O)=O (2-[5-(1,2-dithiolan-3-yl)pentyl]isoindole-1,3-dione). Solvent: C1(=CC=CC=C1)C (toluene). Reaction conditions: time 7 hour. The product is S1SC(CC1)CCCCCNC(OCC)=O (Ethyl [5-(1,2-dithiolan-3-yl)pentyl]carbamate). RXN SMILES: C[OH:2].C(N)C[CH2:5][CH3:6].[S:8]1[CH2:12][CH2:11][CH:10]([CH2:13][CH2:14][CH2:15][CH2:16][CH2:17][N:18]2[C:26](=[O:27])C3C(=CC=CC=3)C2=O)[S:9]1>C1(C)C=CC=CC=1>[S:8]1[CH2:12][CH2:11][CH:10]([CH2:13][CH2:14][CH2:15][CH2:16][CH2:17][NH:18][C:26](=[O:27])[O:2][CH2:5][CH3:6])[S:9]1. Reported procedure: 2 ml of methanol and 2 ml of butylamine were added to a solution of 1.6 mmol of 2-[5-(1,2-dithiolan-3-yl)pentyl]isoindole-1,3-dione in 3 ml of toluene. The resulting mixture was stirred at room temperature for 7 hours. At the end of this time, the reaction mixture was allowed to stand overnight at room temperature. The solvent was then removed from the reaction mixture by distillation under reduced pressure. Water was added to the resulting residue, after which it was extracted with ethyl acetat... Reported procedure: (R)-2-(1H-Indol-5-yl)-4,5-dihydrothiazole-4-carboxylic acid 63a was synthesized from 1H-indole-5-carbonitrile using the same method as used for 42a of U.S. application Ser. No. 12/981,233 (now US2011/0257196) and U.S. application Ser. No. 1/216,927 (now US2012/0071524), incorporated herein by reference in their entirety. Briefly, benzonitrile (40 mmol) was combined with L-cysteine (45 mmol) in 100 mL of 1:1 MeOH/pH 6.4 phosphate buffer solution. The reaction was stirred at 40° C. for 3 days. The... The product is C1(=CC=CC=C1)S(=O)(=O)N1C=CC2=CC(=CC=C12)C=1SCC(N1)C(=O)O (2-(1-(Phenylsulfonyl)-1H-indol-5-yl)-4,5-dihydrothiazole-4-carboxylic acid). Solvent: C1(=CC=CC=C1)C (toluene). The reactants are N1C=CC2=CC(=CC=C12)C=1SC[C@H](N1)C(=O)O ((R)-2-(1H-Indol-5-yl)-4,5-dihydrothiazole-4-carboxylic acid), [OH-].[Na+] (sodium hydroxide), S(=O)(=O)(Cl)Cl (sulfonyl chloride), resultant solution, Cl (HCl). RXN SMILES: [NH:1]1[C:9]2[C:4](=[CH:5][C:6]([C:10]3[S:11][CH2:12][C@@H:13]([C:15]([OH:17])=[O:16])[N:14]=3)=[CH:7][CH:8]=2)[CH:3]=[CH:2]1.[OH-].[Na+].[S:20](Cl)(Cl)(=[O:22])=[O:21].Cl>S([O-])(O)(=O)=O.C([N+](CCCC)(CCCC)CCCC)CCC.C1(C)C=CC=CC=1>[C:4]1([S:20]([N:1]2[C:9]3[C:4](=[CH:5][C:6]([C:10]4[S:11][CH2:12][CH:13]([C:15]([OH:17])=[O:16])[N:14]=4)=[CH:7][CH:8]=3)[CH:3]=[CH:2]2)(=[O:22])=[O:21])[CH:9]=[CH:8][CH:7]=[CH:6][CH:5]=1 |f:1.2,5.6|. The reagents and catalysts are S(=O)(=O)(O)[O-].C(CCC)[N+](CCCC)(CCCC)CCCC (tetrabutylammonium hydrogen sulfate). The reactants are [Si](C)(C)(C(C)(C)C)OCC1=NC(=NC=C1)NC (4-tert-Butyldimethylsilyloxymethyl-2-methylaminopyrimidine), O.O.O.[F-].C(CCC)[N+](CCCC)(CCCC)CCCC (tetrabutylammonium fluoride trihydrate). The solvent is O1CCCC1 (tetrahydrofuran), O1CCCC1 (tetrahydrofuran). Run at time 40 minute. Product: OCC1=NC(=NC=C1)NC (4-Hydroxymethyl-2-methylaminopyrimidine). Yield: 269.5%. RXN SMILES: [Si]([O:8][CH2:9][C:10]1[CH:15]=[CH:14][N:13]=[C:12]([NH:16][CH3:17])[N:11]=1)(C(C)(C)C)(C)C.O.O.O.[F-].C([N+](CCCC)(CCCC)CCCC)CCC>O1CCCC1>[OH:8][CH2:9][C:10]1[CH:15]=[CH:14][N:13]=[C:12]([NH:16][CH3:17])[N:11]=1 |f:1.2.3.4.5|. Reported procedure: 4-tert-Butyldimethylsilyloxymethyl-2-methylaminopyrimidine (40 mg, 0.16 mmol, Reference Compound No. 6-1) was dissolved in tetrahydrofuran (3.0 mL), then a solution of tetrabutylammonium fluoride trihydrate (55 mg, 0.17 mmol) in tetrahydrofuran (3.0 mL) was added thereto, and the mixture was stirred for 40 minutes at room temperature. The reaction mixture was concentrated under reduced pressure. The residue was suspended into 25% methanol-chloroform solution, and the mixture was filtered with si... Starting materials: CCOP(=S)(OCC)SCCl, CCOP(=S)(OCC)ON=C(C#N)c1ccccc1, CCOP(=S)(OCC)SCSCC, COP(N)(=O)SC, CCOP(=S)(OCC)SCCSCC, CCOP(=S)(OCC)SCSP(=S)(OCC)OCC, CCOP(=S)(OCC)OP(=S)(OCC)OCC, CNC(=O)C(C)SCCSP(=O)(OC)OC, CCOP(=S)(OCC)SCSC(C)(C)C, CCCSP(=O)(OCC)SCCC. The product is COP(=O)(NC(C)=O)SC. Reaction SMILES: [CH3:102][CH2:103][O:104][P:105]([S:106][CH2:107][Cl:108])([O:109][CH2:110][CH3:111])=[S:112].[CH3:113][CH2:114][O:115][P:116]([O:117][N:118]=[C:119]([c:120]1[cH:121][cH:122][cH:123][cH:124][cH:125]1)[C:126]#[N:127])([O:128][CH2:129][CH3:130])=[S:131].[CH3:132][CH2:133][O:134][P:135]([S:136][CH2:137][S:138][CH2:139][CH3:140])([O:141][CH2:142][CH3:143])=[S:144].[CH3:1][O:2][P:3]([NH2:4])(=[O:5])[S:6][CH3:7].[CH3:21][CH2:22][O:23][P:24]([S:25][CH2:26][CH2:27][S:28][CH2:29][CH3:30])([O:31][CH2:32][CH3:33])=[S:34].[CH3:35][CH2:36][O:37][P:38]([S:39][CH2:40][S:41][P:42]([O:43][CH2:44][CH3:45])([O:46][CH2:47][CH3:48])=[S:49])([O:50][CH2:51][CH3:52])=[S:53].[CH3:54][CH2:55][O:56][P:57]([O:58][P:59]([O:60][CH2:61][CH3:62])([O:63][CH2:64][CH3:65])=[S:66])([O:67][CH2:68][CH3:69])=[S:70].[CH3:71][NH:72][C:73]([CH:74]([S:75][CH2:76][CH2:77][S:78][P:79]([O:80][CH3:81])([O:82][CH3:83])=[O:84])[CH3:85])=[O:86].[CH3:87][CH2:88][O:89][P:90]([S:91][CH2:92][S:93][C:94]([CH3:95])([CH3:96])[CH3:97])([O:98][CH2:99][CH3:100])=[S:101].[CH3:8][CH2:9][CH2:10][S:11][P:12]([S:13][CH2:17][CH2:18][CH3:19])([O:14][CH2:15][CH3:16])=[O:20]>>[CH3:1][O:2][P:3]([NH:4][C:15](=[O:14])[CH3:16])(=[O:5])[S:6][CH3:7]. Starting materials: [N+](=O)([O-])C=1C=C(CNS(=O)(=O)NCC)C=CC1 (N-(3-nitrobenzyl)-N′-ethylsulfamide). The reagents and catalysts are [Pd] (Pd—C). Run in CO (methanol). The product is NC=1C=C(CNS(=O)(=O)NCC)C=CC1 (N-(3-aminobenzyl)-N′-ethylsulfamide). Reaction SMILES: [N+:1]([C:4]1[CH:5]=[C:6]([CH:15]=[CH:16][CH:17]=1)[CH2:7][NH:8][S:9]([NH:12][CH2:13][CH3:14])(=[O:11])=[O:10])([O-])=O>CO.[Pd]>[NH2:1][C:4]1[CH:5]=[C:6]([CH:15]=[CH:16][CH:17]=1)[CH2:7][NH:8][S:9]([NH:12][CH2:13][CH3:14])(=[O:11])=[O:10]. Procedure details: N-(3-nitrobenzyl)-N′-ethylsulfamide was dissolved in methanol (100 mL) and to the solution was added 10% Pd—C. The reaction mixture was reacted under hydrogen atmosphere (˜40 psi) for 1 h. The catalyst was filtered off over celite and washed with methanol. The filtrate was evaporated to give N-(3-aminobenzyl)-N′-ethylsulfamide. 1H NMR (DMSO-d6): δ 1.03 (t, J=7.2 Hz, 3H), 2.83 (p, J=6.9 Hz, 2H), 3.81 (d, J=6.3 Hz, 2H), 5.02 (s, 2H), 6.41 (t, J=7.8 Hz, 2H), 6.51 (s, 1H), 6.76 (t, J=5.7 Hz, 1H), 6.... The reactants are CC1(C)C=Cc2cc3c(cc2O1)C(=O)C(=O)N3Cc1ccccc1, NN, CN(C)C=O, O, O. Yields the product CC1(C)C=Cc2cc3c(cc2O1)CC(=O)N3Cc1ccccc1. As a reaction SMILES: [CH2:1]([c:2]1[cH:3][cH:4][cH:5][cH:6][cH:7]1)[N:8]1[C:9](=[O:24])[C:10](=[O:23])[c:11]2[cH:12][c:13]3[c:14]([cH:15][c:16]21)[CH:17]=[CH:18][C:19]([CH3:21])([CH3:22])[O:20]3.[NH2:32][NH2:33].[O:26]=[CH:27][N:28]([CH3:29])[CH3:30].[OH2:25].[OH2:31]>>[CH2:1]([c:2]1[cH:3][cH:4][cH:5][cH:6][cH:7]1)[N:8]1[C:9](=[O:24])[CH2:10][c:11]2[cH:12][c:13]3[c:14]([cH:15][c:16]21)[CH:17]=[CH:18][C:19]([CH3:21])([CH3:22])[O:20]3.